describe an organic reaction: reactants, conditions, products, and yield From a dataset of the Open Reaction Database (ORD), a public repository of structured organic reaction records. Reactants: O (water), ClC=1C=C2C(C(N(C2=CC1)S(=O)(=O)C1=CC=C(C=C1)NC(=O)N(CC)CC)=O)(N(C)C)C1=C(C=CC=C1)Cl (5-Chloro-3-(2-chlorophenyl)-1-[4-(N',N'-diethylureido)benzenesulfonyl]-1,3-dihydro-3-(dimethylamino)indol-2-one), CI (methyl iodide), [H-].[Na+] (sodium hydride). Solvent: CN(C)C=O (DMF). Reaction conditions: time 30 minute. The product is ClC=1C=C2C(C(N(C2=CC1)S(=O)(=O)C1=CC=C(C=C1)N(C(=O)N(CC)CC)C)=O)(N(C)C)C1=C(C=CC=C1)Cl (5-Chloro-3-(2-chlorophenyl)-1-[4-(N',N'-diethyl-N-methylureido)benzenesulfonyl]-1,3-dihydro-3-(dimethylamino)indol-2-one). Reaction SMILES: [Cl:1][C:2]1[CH:3]=[C:4]2[C:8](=[CH:9][CH:10]=1)[N:7]([S:11]([C:14]1[CH:19]=[CH:18][C:17]([NH:20][C:21]([N:23]([CH2:26][CH3:27])[CH2:24][CH3:25])=[O:22])=[CH:16][CH:15]=1)(=[O:13])=[O:12])[C:6](=[O:28])[C:5]2([C:32]1[CH:37]=[CH:36][CH:35]=[CH:34][C:33]=1[Cl:38])[N:29]([CH3:31])[CH3:30].[H-].[Na+].[CH3:41]I.O>CN(C=O)C>[Cl:1][C:2]1[CH:3]=[C:4]2[C:8](=[CH:9][CH:10]=1)[N:7]([S:11]([C:14]1[CH:15]=[CH:16][C:17]([N:20]([CH3:41])[C:21]([N:23]([CH2:26][CH3:27])[CH2:24][CH3:25])=[O:22])=[CH:18][CH:19]=1)(=[O:13])=[O:12])[C:6](=[O:28])[C:5]2([C:32]1[CH:37]=[CH:36][CH:35]=[CH:34][C:33]=1[Cl:38])[N:29]([CH3:30])[CH3:31] |f:1.2|. Procedure: A solution of 0.420 g of the compound obtained in EXAMPLE 30 in 7 ml of DMF is cooled to 0° C. under an argon atmosphere and 0.027 g of sodium hydride as an 80% dispersion in oil is added. After stirring for 30 minutes, 0.05 ml of methyl iodide is added and the reaction mixture is stirred for 10 minutes. It is poured into water, extracted with AcOEt, washed with water, dried over sodium sulfate and evaporated under vacuum. The residue is chromatographed on silica using DCM and then a DCM/AcOEt m... RXN SMILES: [CH3:26][C:27]#[N:28].[Cl:8][N:9]1[C:10](=[O:11])[CH2:12][CH2:13][C:14]1=[O:15].[NH2:16][c:17]1[cH:18][cH:19][c:20]([Cl:21])[cH:22][c:23]1[Cl:24].[NH2:1][c:2]1[cH:3][cH:4][cH:5][cH:6][cH:7]1.[OH2:25]>>[Cl:8][c:18]1[c:17]([NH2:16])[c:23]([Cl:24])[cH:22][c:20]([Cl:21])[cH:19]1. Product: Nc1c(Cl)cc(Cl)cc1Cl. The reactants are CC#N, O=C1CCC(=O)N1Cl, Nc1ccc(Cl)cc1Cl, Nc1ccccc1, O. Reactants: [O-]B([O-])Oc1ccc2c(c1)CCCO2, CN(Cc1ccc(NC(=O)C2=Cc3cc(Br)ccc3S(=O)(=O)CC2)cc1)C1CCOCC1, O=C([O-])[O-], CCO, [K+], [K+], O, Cc1ccccc1. Yields the product CN(Cc1ccc(NC(=O)C2=Cc3cc(-c4ccc5c(c4)CCCO5)ccc3S(=O)(=O)CC2)cc1)C1CCOCC1. RXN SMILES: [B:33]([O-:34])([O-:45])[O:46][c:35]1[cH:36][cH:37][c:38]2[c:39]([cH:44]1)[CH2:40][CH2:41][CH2:42][O:43]2.[Br:1][c:2]1[cH:3][cH:4][c:5]2[c:6]([cH:32]1)[CH:7]=[C:8]([C:14](=[O:15])[NH:16][c:17]1[cH:18][cH:19][c:20]([CH2:23][N:24]([CH:25]3[CH2:26][CH2:27][O:28][CH2:29][CH2:30]3)[CH3:31])[cH:21][cH:22]1)[CH2:9][CH2:10][S:11]2(=[O:12])=[O:13].[C:47](=[O:48])([O-:49])[O-:50].[CH2:54]([OH:55])[CH3:56].[K+:51].[K+:52].[OH2:53].[c:57]1([CH3:58])[cH:59][cH:60][cH:61][cH:62][cH:63]1>>[c:2]1(-[c:35]2[cH:36][cH:37][c:38]3[c:39]([cH:44]2)[CH2:40][CH2:41][CH2:42][O:43]3)[cH:3][cH:4][c:5]2[c:6]([cH:32]1)[CH:7]=[C:8]([C:14](=[O:15])[NH:16][c:17]1[cH:18][cH:19][c:20]([CH2:23][N:24]([CH:25]3[CH2:26][CH2:27][O:28][CH2:29][CH2:30]3)[CH3:31])[cH:21][cH:22]1)[CH2:9][CH2:10][S:11]2(=[O:12])=[O:13].